This data is from the Open Reaction Database (ORD), a public repository of structured organic reaction records. The task is: describe an organic reaction: reactants, conditions, products, and yield Starting materials: FC=1C(=C(C(=CC1)F)O)OCCCCCC (3,6-Difluoro-2-hexyloxyphenol), BrCCCCCC (1-Bromohexane), C([O-])([O-])=O.[K+].[K+] (potassium carbonate). Solvent: ClCCl (Dichloromethane). Yields the product FC1=C(C(=C(C=C1)F)OCCCCCC)OCCCCCC (1,4-difluoro-2,3-dihexyloxybenzene). The yield is 69.6%. RXN SMILES: [F:1][C:2]1[C:3]([O:10][CH2:11][CH2:12][CH2:13][CH2:14][CH2:15][CH3:16])=[C:4]([OH:9])[C:5]([F:8])=[CH:6][CH:7]=1.Br[CH2:18][CH2:19][CH2:20][CH2:21][CH2:22][CH3:23].C(=O)([O-])[O-].[K+].[K+]>ClCCl>[F:1][C:2]1[CH:7]=[CH:6][C:5]([F:8])=[C:4]([O:9][CH2:18][CH2:19][CH2:20][CH2:21][CH2:22][CH3:23])[C:3]=1[O:10][CH2:11][CH2:12][CH2:13][CH2:14][CH2:15][CH3:16] |f:2.3.4|. Procedure: 3,6-Difluoro-2-hexyloxyphenol (25 g, 0.11 mol) was dissolved in dry, distilled ethanol (350 ml) under a stream of nitrogen. 1-Bromohexane (45.35 g, 0.275 mol, 2.2 eq) and potassium carbonate (75.1 g, 0.54 mol, 5.5 eq) were added and the reaction mixture was stirred vigorously under reflux for 2 days. Dichloromethane (300 ml) was added to the orange reaction mixture, which was then filtered through a bed of celite to remove the potassium carbonate. The filtrate was washed with water (3×100 ml), a... RXN SMILES: [OH:1][N:2]1[C:6]2[CH:7]=[CH:8][C:9]3[C:10]4[CH:11]=[CH:12][CH:13]=[CH:14][C:15]=4[CH:16]=[CH:17][C:18]=3[C:5]=2[N:4]=[C:3]1[C:19]1[CH:24]=[CH:23][CH:22]=[CH:21][C:20]=1[Cl:25].[O:26]1CC[CH2:28][CH2:27]1.N1C=CC=CC=1.C(OC(=O)C)(=O)C>C(OCC)(=O)C>[C:27]([O:1][N:2]1[C:6]2[CH:7]=[CH:8][C:9]3[C:10]4[CH:11]=[CH:12][CH:13]=[CH:14][C:15]=4[CH:16]=[CH:17][C:18]=3[C:5]=2[N:4]=[C:3]1[C:19]1[CH:24]=[CH:23][CH:22]=[CH:21][C:20]=1[Cl:25])(=[O:26])[CH3:28]. Procedure: 4 parts of 1-hydroxy-2-(2-chlorophenyl)-phenanthroimidazole in 30 parts of tetrahydrofuran are initially taken, and 2 parts of pyridine and 3.6 parts of acetic anhydride are then added. Tne mixture is stirred for five hours at room temperature, after which 40 parts of ethyl acetate are added to the resulting solution. The organic phase thus obtained is washed several times with water and dried over sodium sulfate, after which the solvent is stripped off. The solid which remains is recrystallized... Reactants: ON1C(=NC2=C1C=CC=1C=3C=CC=CC3C=CC12)C1=C(C=CC=C1)Cl (1-hydroxy-2-(2-chlorophenyl)-phenanthroimidazole), O1CCCC1 (tetrahydrofuran), N1=CC=CC=C1 (pyridine), C(C)(=O)OC(C)=O (acetic anhydride). Solvent: C(C)(=O)OCC (ethyl acetate). Run at time 5 hour. Product: C(C)(=O)ON1C(=NC2=C1C=CC=1C=3C=CC=CC3C=CC12)C1=C(C=CC=C1)Cl (1-acetoxy-2-(2-chlorophenyl)-phenanthroimidazole). Starting materials: C(C=CC)OC1=C2CC(C(NC2=C(C=C1)C)=O)(C)C (5-(2-butenyloxy)-3,3,8-trimethyl-3,4-dihydrocarbostyril). Run in CN(C1=CC=CC=C1)C (N,N-dimethylaniline), CCCCCC (hexane). Product: OC1=C2CC(C(NC2=C(C=C1C(C=C)C)C)=O)(C)C (5-Hydroxy-6-(1-methyl-2-propenyl)-3,3,8-trimethyl-3,4-dihydrocarbostyril). Yield: 179.6%. RXN SMILES: C([O:5][C:6]1[CH:15]=[CH:14][C:13]([CH3:16])=[C:12]2[C:7]=1[CH2:8][C:9]([CH3:19])([CH3:18])[C:10](=[O:17])[NH:11]2)C=CC>CN(C)C1C=CC=CC=1.CCCCCC>[OH:5][C:6]1[C:15]([CH:7]([CH3:8])[CH:6]=[CH2:15])=[CH:14][C:13]([CH3:16])=[C:12]2[C:7]=1[CH2:8][C:9]([CH3:18])([CH3:19])[C:10](=[O:17])[NH:11]2. Procedure: A solution of 5-(2-butenyloxy)-3,3,8-trimethyl-3,4-dihydrocarbostyril (1.9 g, 7.3 mmol) in N,N-dimethylaniline (5 ml) was stirred at 210° C. for 7 hours in the stream of argon gas. After spontaneous cooling, the reaction mixture was diluted with hexane, and the precipitated crystals were collected by filtration. The obtained crude crystals were recrystallized from ethyl acetate-hexane to obtain 1.7 g of the title compound as colorless needles (89.3%). Reactants: solution, C(C(=O)Cl)(=O)Cl (oxalyl chloride), C[Si](N[Si](C)(C)C)(C)C (1,1,1,3,3,3-hexamethyldisilazane), CO (methanol), C1(CCCC1)CC(C(=O)O)C1=CC(=C(C=C1)F)C(F)(F)F (3-cyclopentyl-2-(4-fluoro-3-trifluoromethyl-phenyl)-propionic acid). The reagents and catalysts are CN(C=O)C (N,N-dimethylformamide). Solvent: C(Cl)Cl (methylene chloride), C(Cl)Cl (methylene chloride), C(Cl)Cl (methylene chloride). Conditions: temperature 0 celsius, time 30 minute. Yields the product C1(CCCC1)CC(C(=O)N)C1=CC(=C(C=C1)F)C(F)(F)F (3-cyclopentyl-2-(4-fluoro-3-trifluoromethyl-phenyl)-propionamide). The yield is 109.8%. Reaction SMILES: [CH:1]1([CH2:6][CH:7]([C:11]2[CH:16]=[CH:15][C:14]([F:17])=[C:13]([C:18]([F:21])([F:20])[F:19])[CH:12]=2)[C:8](O)=[O:9])[CH2:5][CH2:4][CH2:3][CH2:2]1.C(Cl)(=O)C(Cl)=O.C[Si](C)(C)[NH:30][Si](C)(C)C.CO>C(Cl)Cl.CN(C)C=O>[CH:1]1([CH2:6][CH:7]([C:11]2[CH:16]=[CH:15][C:14]([F:17])=[C:13]([C:18]([F:21])([F:20])[F:19])[CH:12]=2)[C:8]([NH2:30])=[O:9])[CH2:5][CH2:4][CH2:3][CH2:2]1. Procedure details: A solution 3-cyclopentyl-2-(4-fluoro-3-trifluoromethyl-phenyl)-propionic acid (304 mg, 1.0 mmol) in methylene chloride (10 mL) and N,N-dimethylformamide (1 drop) was cooled to 0° C. and then treated with a 2.0M solution of oxalyl chloride in methylene chloride (1.5 mL, 3.0 mmol). The reaction was stirred for 30 min at 0° C. At this time, 1,1,1,3,3,3-hexamethyldisilazane (2.0 mL, 9.5 mmol) was added to the reaction mixture. The reaction was allowed to slowly warm to 25° C. and then stirred at 25°... The reactants are COC(=O)COC1=CC(=NC2=CC=CC=C12)C(=O)OC (methyl 4-methoxycarbonylmethyloxy-2-quinolinecarboxylate), [Li+].[OH-] (LiOH). Run in O.CO (H2O MeOH). Conditions: time 18 hour. The product is C(=O)(O)COC1=CC(=NC2=CC=CC=C12)C(=O)O (4-carboxymethyloxy-2-quinolinecarboxylic acid). Isolated yield 83.1%. Reaction SMILES: C[O:2][C:3]([CH2:5][O:6][C:7]1[C:16]2[C:11](=[CH:12][CH:13]=[CH:14][CH:15]=2)[N:10]=[C:9]([C:17]([O:19]C)=[O:18])[CH:8]=1)=[O:4].[Li+].[OH-]>O.CO>[C:3]([CH2:5][O:6][C:7]1[C:16]2[C:11](=[CH:12][CH:13]=[CH:14][CH:15]=2)[N:10]=[C:9]([C:17]([OH:19])=[O:18])[CH:8]=1)([OH:4])=[O:2] |f:1.2,3.4|. Procedure details: A sample of methyl 4-methoxycarbonylmethyloxy-2-quinolinecarboxylate(0.20 g, 0.00073 mole) prepared as in Example II, was hydrolyzed by the addition of lM LiOH (2.2 ml, 0.0022 mole) in H2O/MeOH. After stirring for 18 hours, the MeOH was evaporated, the product dissolved in H2O, and acidified to pH 2.6 with lN HCl thereby precipitating a white solid. A yield of 0.15 g (83%) of 4-carboxymethyloxy-2-quinolinecarboxylic acid was obtained after filtering and drying in a vacuum dessicator. Melting poi... The reactants are C1(=CC=CC=C1)[C@H](C(=O)N[C@@H]1[C@H]2CCC=C(N2C1=O)C(=O)OC(C)(C)C)NC(=O)OC(C)(C)C ((±)-cis-7-[(R)-2-phenyl-2-t-butyloxycarbonylaminoacetamido]-2-t-butyloxycarbonyl-1-azabicyclo[4,2,0]oct-2-en-8-one), FC(C(=O)O)(F)F (trifluoroacetic acid). The solvent is C(Cl)Cl (methylene chloride), C1(=CC=CC=C1)OC (anisole). Run at time 50 minute. Product: C1(=CC=CC=C1)[C@H](C(=O)N[C@@H]1[C@H]2CCC=C(N2C1=O)C(=O)O)N ((±)-cis-7-[(R)-2-phenyl-2-aminoacetamido]-1-azabicyclo-[4,2,0]oct-2-en-8-on-2-carboxylic acid). The yield is 70.9%. Reaction SMILES: [C:1]1([C@@H:7]([NH:27]C(OC(C)(C)C)=O)[C:8]([NH:10][C@H:11]2[C:18](=[O:19])[N:17]3[C@@H:12]2[CH2:13][CH2:14][CH:15]=[C:16]3[C:20]([O:22]C(C)(C)C)=[O:21])=[O:9])[CH:6]=[CH:5][CH:4]=[CH:3][CH:2]=1.FC(F)(F)C(O)=O>C(Cl)Cl.C1(OC)C=CC=CC=1>[C:1]1([C@@H:7]([NH2:27])[C:8]([NH:10][C@H:11]2[C:18](=[O:19])[N:17]3[C@@H:12]2[CH2:13][CH2:14][CH:15]=[C:16]3[C:20]([OH:22])=[O:21])=[O:9])[CH:2]=[CH:3][CH:4]=[CH:5][CH:6]=1. Procedure: In this Example, 280 mg. (0.59 mmole) of (±)-cis-7-[(R)-2-phenyl-2-t-butyloxycarbonylaminoacetamido]-2-t-butyloxycarbonyl-1-azabicyclo[4,2,0]oct-2-en-8-one obtained in Example 25 is dissolved in 2.5 ml of anhydrous methylene chloride and 2.5 ml of anisole, and 5.0 ml of trifluoroacetic acid is added under ice cooling. The mixture is allowed to stand for 4 hours and 50 minutes under ice cooling and is then concentrated. To the concentrated residue, 10 ml of ether is added and the mixture is stirr... Reactants: IC=1C=C(CNN)C=CC1 (m-iodobenzylhydrazine), C(C)OC(C=C(OCC)N)=O (β-amino-β-ethoxyacrylic acid ethyl ester), C1(=CC=C(C=C1)S(=O)(=O)O)C (p-toluenesulphonic acid). The solvent is C(C)O (ethanol), C(C)O (ethanol). Run at time 8 hour. Yields the product NC=1NN(C(C1)=O)CC1=CC(=CC=C1)I (3-Amino-1-(3-iodobenzyl)-pyrazol-5-one). RXN SMILES: [I:1][C:2]1[CH:3]=[C:4]([CH:8]=[CH:9][CH:10]=1)[CH2:5][NH:6][NH2:7].C([O:13][C:14](=O)[CH:15]=[C:16]([NH2:20])OCC)C.C1(C)C=CC(S(O)(=O)=O)=CC=1>C(O)C>[NH2:20][C:16]1[NH:7][N:6]([CH2:5][C:4]2[CH:8]=[CH:9][CH:10]=[C:2]([I:1])[CH:3]=2)[C:14](=[O:13])[CH:15]=1. Procedure: A solution of 45 g of m-iodobenzylhydrazine in 70 ml of ethanol was added dropwise to a solution of 28.6 g of β-amino-β-ethoxyacrylic acid ethyl ester and 1.5 g of p-toluenesulphonic acid in 350 ml of ethanol. After stirring overnight, the compound identified above had separated out as a precipitate and was filtered off and recrystallised from ethanol. Melting point: 186°, 16 g (28%). The reactants are [H-].[Al+3].[Li+].[H-].[H-].[H-] (lithium aluminium hydride), CC(C)S(=O)(=O)NC1CCC2=CC(=CC=C12)C(=O)OC (methyl 1-(1-methylethylsulfonamido)-2,3-dihydro-1H-indene-5-carboxylate), [H-].[Al+3].[Li+].[H-].[H-].[H-] (lithium aluminium hydride). Solvent: O1CCCC1 (tetrahydrofuran). Conditions: time 4 hour. The product is OCC=1C=C2CCC(C2=CC1)NS(=O)(=O)C(C)C (N-(5-(hydroxymethyl)-2,3-dihydro-1H-inden-1-yl)propane-2-sulfonamide). The yield is 74.4%. RXN SMILES: [H-].[Al+3].[Li+].[H-].[H-].[H-].[CH3:7][CH:8]([S:10]([NH:13][CH:14]1[C:22]2[C:17](=[CH:18][C:19]([C:23](OC)=[O:24])=[CH:20][CH:21]=2)[CH2:16][CH2:15]1)(=[O:12])=[O:11])[CH3:9]>O1CCCC1>[OH:24][CH2:23][C:19]1[CH:18]=[C:17]2[C:22](=[CH:21][CH:20]=1)[CH:14]([NH:13][S:10]([CH:8]([CH3:9])[CH3:7])(=[O:12])=[O:11])[CH2:15][CH2:16]2 |f:0.1.2.3.4.5|. Procedure details: At 0° C. lithium aluminium hydride (2.102 mL, 5.04 mmol) was added dropwise to a stirred solution of methyl 1-(1-methylethylsulfonamido)-2,3-dihydro-1H-indene-5-carboxylate (1 g, 3.36 mmol) in tetrahydrofuran (dry) (25 mL). Mixture warmed to rt and stirred for 4 hr. After this time the reaction mixture was again cooled to 0° C. and more lithium aluminium hydride (2.102 mL, 5.04 mmol) added and the whole stirred at room temperature for 30 min before being carefully quenched with H2O (10 mL) and 2...